Task: describe an organic reaction: reactants, conditions, products, and yield. Dataset: the Open Reaction Database (ORD), a public repository of structured organic reaction records Starting materials: cuprous bromide, Br (hydrobromic acid), N(=O)[O-].[Na+] (sodium nitrite), NC=1C=CC2=C(C34C(CN(C3)CC3CCCC3)C3=C(C2C4)C=CC=C3)C1 (5-amino-2-cyclopentylmethyl-2,3,8,12b-tetrahydro-1H-3a,8-methanodibenzo[3,4:6,7]cyclohepta[1,2-c]pyrrole), Br (hydrobromic acid). Run in O (water), O (water). Conditions: time 8 hour. Yields the product BrC=1C=CC2=C(C34C(CN(C3)CC3CCCC3)C3=C(C2C4)C=CC=C3)C1 (5-bromo-2-cyclopentylmethyl-2,3,8,12b-tetrahydro-1H-3a,8-methanodibenzo[3,4:6,7]-cyclohepta[1,2-c]pyrrole). As a reaction SMILES: N[C:2]1[CH:3]=[CH:4][C:5]2[CH:20]3[CH2:21][C:7]4([CH2:11][N:10]([CH2:12][CH:13]5[CH2:17][CH2:16][CH2:15][CH2:14]5)[CH2:9][CH:8]4[C:18]4[CH:25]=[CH:24][CH:23]=[CH:22][C:19]=43)[C:6]=2[CH:26]=1.N([O-])=O.[Na+].[BrH:31]>O>[Br:31][C:2]1[CH:3]=[CH:4][C:5]2[CH:20]3[CH2:21][C:7]4([CH2:11][N:10]([CH2:12][CH:13]5[CH2:17][CH2:16][CH2:15][CH2:14]5)[CH2:9][CH:8]4[C:18]4[CH:25]=[CH:24][CH:23]=[CH:22][C:19]=43)[C:6]=2[CH:26]=1 |f:1.2|. Procedure details: A solution of 5.0 g (14.55 mmoles) of 5-amino-2-cyclopentylmethyl-2,3,8,12b-tetrahydro-1H-3a,8-methanodibenzo[3,4:6,7]cyclohepta[1,2-c]pyrrole, (Example 64), in 25 ml of 40% hydrobromic acid, cooled at 5°, was diazotized with a solution of 1.1 g (16 mmoles) of sodium nitrite in 5 ml of water. The reaction mixture was allowed to warm to room temperature, filtered, and then added dropwise to a solution of 4.0 g (27.7 mmoles) of cuprous bromide in 25 ml of 48% hydrobromic acid. After standing overn... The reactants are CC(=O)[O-], CC(=O)[O-], C=CC#N, CCCCN(CCCC)CCCC, Cc1ccc([N+](=O)[O-])cc1C(=O)Cl, Cc1ccc(C)cc1, [Pd+2]. Product: Cc1ccc([N+](=O)[O-])cc1C=CC#N. Reaction SMILES: [C:39]([O-:40])(=[O:41])[CH3:42].[C:44]([O-:45])(=[O:46])[CH3:47].[CH2:14]=[CH:15][C:16]#[N:17].[CH2:18]([N:19]([CH2:20][CH2:21][CH2:22][CH3:23])[CH2:24][CH2:25][CH2:26][CH3:27])[CH2:28][CH2:29][CH3:30].[CH3:1][c:2]1[c:3]([C:4]([Cl:5])=[O:6])[cH:7][c:8]([N+:11](=[O:12])[O-:13])[cH:9][cH:10]1.[CH3:31][c:32]1[cH:33][cH:34][c:35]([CH3:36])[cH:37][cH:38]1.[Pd+2:43]>>[CH3:1][c:2]1[c:3]([CH:4]=[CH:15][C:16]#[N:17])[cH:7][c:8]([N+:11](=[O:12])[O-:13])[cH:9][cH:10]1.